Dataset: the Open Reaction Database (ORD), a public repository of structured organic reaction records. Task: describe an organic reaction: reactants, conditions, products, and yield Starting materials: N1=C(N=CC=C1)N1CC2N(CC1)CC(CC2)CC#N ([(7SR,9aSR)-2-(pyrimidin-2-yl)-2,3,4,6,7,8,9,9a-octahydro-1H-pyrido[1,2-a]pyrazin-7-yl]acetonitrile), cuprous bromide, FC1=CC=C(C=C1)[Mg]Br (4-fluorophenyl magnesium bromide), S(O)(O)(=O)=O (sulfuric acid), C([O-])([O-])=O.[Na+].[Na+] (sodium carbonate). Product: [OH-].[NH4+] (ammonium hydroxide), FC1=CC=C(C=C1)C(CC1CCC2N(CCN(C2)C2=NC=CC=N2)C1)=O (1-(4-Fluorophenyl)-2-[(7SR,9aSR)-2-(pyrimidin-2-yl)-2,3,4,6,7,8,9,9a-octahydro-1H-pyrido[1,2-a]pyrazin-7-yl]-ethanone). Reaction SMILES: [N:1]1[CH:6]=[CH:5][CH:4]=[N:3][C:2]=1[N:7]1[CH2:12][CH2:11][N:10]2[CH2:13][CH:14]([CH2:17][C:18]#N)[CH2:15][CH2:16][CH:9]2[CH2:8]1.[F:20][C:21]1[CH:26]=[CH:25][C:24]([Mg]Br)=[CH:23][CH:22]=1.S(=O)(=O)(O)[OH:30].C(=O)([O-])[O-:35].[Na+].[Na+]>C1COCC1.C(OCC)C.O>[OH-:30].[NH4+:1].[F:20][C:21]1[CH:26]=[CH:25][C:24]([C:18](=[O:35])[CH2:17][CH:14]2[CH2:13][N:10]3[CH2:11][CH2:12][N:7]([C:2]4[N:1]=[CH:6][CH:5]=[CH:4][N:3]=4)[CH2:8][CH:9]3[CH2:16][CH2:15]2)=[CH:23][CH:22]=1 |f:3.4.5,9.10|. Procedure: A solution of 0.200 g (0.78 mmol) of [(7SR,9aSR)-2-(pyrimidin-2-yl)-2,3,4,6,7,8,9,9a-octahydro-1H-pyrido[1,2-a]pyrazin-7-yl]acetonitrile in 4 mL of dry THF was treated with 4.3 mg (0.03 mmol) of cuprous bromide and 0.85 mL (0.85 mmol) of 4-fluorophenyl magnesium bromide (1M in THF), and the mixture was refluxed for 48 h. The mixture was cooled to room temperature, 0.75 mL of water was added carefully followed by 3.5 mL of 15% sulfuric acid. The mixture was refluxed for 24 h. The reaction was coo... Solvent: C1CCOC1 (THF), C(C)OCC (Ethyl ether), O (water). Reactants: OBO, COc1ncc(Br)c(OC)n1, O=C([O-])[O-], C1COCCO1, CCOC(C)=O, OB(O)c1cccnc1F, [K+], [K+], O, c1ccc(P(c2ccccc2)(c2ccccc2)[Pd](P(c2ccccc2)(c2ccccc2)c2ccccc2)(P(c2ccccc2)(c2ccccc2)c2ccccc2)P(c2ccccc2)(c2ccccc2)c2ccccc2)cc1. Yields the product COc1ncc(-c2cccnc2F)c(OC)n1. As a reaction SMILES: [BH:28]([OH:29])[OH:30].[Br:1][c:2]1[c:3]([O:10][CH3:11])[n:4][c:5]([O:8][CH3:9])[n:6][cH:7]1.[C:22](=[O:23])([O-:24])[O-:25].[CH2:115]1[O:116][CH2:117][CH2:118][O:119][CH2:120]1.[CH3:108][CH2:109][O:110][C:111]([CH3:112])=[O:113].[F:12][c:13]1[n:14][cH:15][cH:16][cH:17][c:18]1[B:19]([OH:20])[OH:21].[K+:26].[K+:27].[OH2:114].[cH:31]1[cH:32][cH:33][c:34]([P:35]([Pd:36]([P:37]([c:38]2[cH:39][cH:40][cH:41][cH:42][cH:43]2)([c:44]2[cH:45][cH:46][cH:47][cH:48][cH:49]2)[c:50]2[cH:51][cH:52][cH:53][cH:54][cH:55]2)([P:56]([c:57]2[cH:58][cH:59][cH:60][cH:61][cH:62]2)([c:63]2[cH:64][cH:65][cH:66][cH:67][cH:68]2)[c:69]2[cH:70][cH:71][cH:72][cH:73][cH:74]2)[P:75]([c:76]2[cH:77][cH:78][cH:79][cH:80][cH:81]2)([c:82]2[cH:83][cH:84][cH:85][cH:86][cH:87]2)[c:88]2[cH:89][cH:90][cH:91][cH:92][cH:93]2)([c:94]2[cH:95][cH:96][cH:97][cH:98][cH:99]2)[c:100]2[cH:101][cH:102][cH:103][cH:104][cH:105]2)[cH:106][cH:107]1>>[c:2]1(-[c:18]2[c:13]([F:12])[n:14][cH:15][cH:16][cH:17]2)[c:3]([O:10][CH3:11])[n:4][c:5]([O:8][CH3:9])[n:6][cH:7]1. Starting materials: O=C1O[C@H](CN1C1=CC(=C(C=C1)C1CCNCC1)F)CNC(C)=O ((S)-(-)-N-[[2-Oxo-3-[4-(4-piperidinyl)-3-fluorophenyl]-5-oxazolidinyl]methyl]acetamide), BrC=1SC(=NN1)C (2-Bromo-5-methyl-1,3,4-thiadiazole), P(=O)(O)([O-])[O-].[K+].[K+] (potassium hydrogenphosphate). The solvent is CS(=O)C (dimethyl sulfoxide), O (water). Reaction conditions: temperature 100 celsius, time 2 hour. Yields the product CC1=NN=C(S1)N1CCC(CC1)C1=C(C=C(C=C1)N1C(O[C@H](C1)CNC(C)=O)=O)F ((S)-(-)-N-[[3-[4-[1-[5-Methyl-1,3,4-thiadiazol-2-yl]-4-piperidinyl]-3-fluorophenyl]-2-oxo-5-oxazolidinyl]methyl]acetamide). As a reaction SMILES: [O:1]=[C:2]1[N:6]([C:7]2[CH:12]=[CH:11][C:10]([CH:13]3[CH2:18][CH2:17][NH:16][CH2:15][CH2:14]3)=[C:9]([F:19])[CH:8]=2)[CH2:5][C@H:4]([CH2:20][NH:21][C:22](=[O:24])[CH3:23])[O:3]1.Br[C:26]1[S:27][C:28]([CH3:31])=[N:29][N:30]=1.P([O-])([O-])(O)=O.[K+].[K+]>CS(C)=O.O>[CH3:31][C:28]1[S:27][C:26]([N:16]2[CH2:15][CH2:14][CH:13]([C:10]3[CH:11]=[CH:12][C:7]([N:6]4[CH2:5][C@H:4]([CH2:20][NH:21][C:22](=[O:24])[CH3:23])[O:3][C:2]4=[O:1])=[CH:8][C:9]=3[F:19])[CH2:18][CH2:17]2)=[N:30][N:29]=1 |f:2.3.4|. Procedure: A mixture of (S)-(-)-N-[[2-oxo-3-[4-(4-piperidinyl)-3-fluorophenyl]-5-oxazolidinyl]methyl]acetamide (EXAMPLE 20, 550 mg), 2-bromo-5-methyl-1,3,4-thiadiazole (EXAMPLE 87, Step 1, 323 mg) and potassium hydrogenphosphate (571 mg) in dimethyl sulfoxide (16 mL) is stirred under N2 at 100° C. for 2 hrs, cooled to ambient temperature, diluted with water (20 mL) and extracted with methylene chloride (3×20 mL). The combined organic phase is washed with water (20 mL) and saline (10 mL), dried over anhydro... Reactants: [Si](C)(C)(C(C)(C)C)Cl (tert-butyldimethylsilyl chloride), OC=1C(=C2CCC(OC2=C(C1C)C)(CC(=O)OC)C)C (methyl 6-hydroxy-2,5,7,8-tetramethylchroman-2-acetate), N1C=NC=C1 (imidazole). Run in CN(C)C=O (DMF), C(O)([O-])=O.[Na+].C(C)OCC (sodium hydrogen carbonate diethyl ether). Reaction conditions: temperature 0 celsius, time 20 hour. Product: O([Si](C)(C)C(C)(C)C)C=1C(=C2CCC(OC2=C(C1C)C)(CC(=O)OC)C)C (methyl 6-tert-butyldimethylsiloxy-2,5,7,8-tetramethylchroman-2-acetate). As a reaction SMILES: [Si:1](Cl)([C:4]([CH3:7])([CH3:6])[CH3:5])([CH3:3])[CH3:2].[OH:9][C:10]1[C:11]([CH3:28])=[C:12]2[C:17](=[C:18]([CH3:21])[C:19]=1[CH3:20])[O:16][C:15]([CH3:27])([CH2:22][C:23]([O:25][CH3:26])=[O:24])[CH2:14][CH2:13]2.N1C=CN=C1>CN(C=O)C.C(=O)([O-])O.[Na+].C(OCC)C>[O:9]([C:10]1[C:11]([CH3:28])=[C:12]2[C:17](=[C:18]([CH3:21])[C:19]=1[CH3:20])[O:16][C:15]([CH3:27])([CH2:22][C:23]([O:25][CH3:26])=[O:24])[CH2:14][CH2:13]2)[Si:1]([C:4]([CH3:7])([CH3:6])[CH3:5])([CH3:3])[CH3:2] |f:4.5.6|. Reported procedure: Under nitrogen, 5.41 g (35.9 mM) of tert-butyldimethylsilyl chloride was added to a solution of 7.69 g (27.63 mM) of methyl 6-hydroxy-2,5,7,8-tetramethylchroman-2-acetate and 2.82 g (41.4 mM) of imidazole in DMF (54 ml) at room temperature and the mixture was stirred at 0° C. for 20 hours. This reaction mixture was poured in saturated aqueous sodium hydrogen carbonate-diethyl ether under intense agitation to stop the reaction and, then, extracted with diethyl ether. The organic layer was washed ... Reactants: C(CC)N1C(N(C=2NC(=NC2C1=O)C(CC1=CC=C(C=C1)NCC(=O)O)C)CCC)=O (2-[4-[2-(2,3,6,9-tetrahydro-1,3-dipropyl-2,6-dioxo-1H-purin-8-yl)propyl]phenylamino]acetic acid), ON1C(CCC1=O)=O (N-hydroxysuccinimide), Cl.CN(CCCN=C=NCC)C (1-(3-dimethylaminopropyl)-3-ethylcarbodiimide hydrochloride), C(CN)N (ethylenediamine), solution. Run in C(Cl)(Cl)Cl (chloroform), CN(C=O)C (dimethylformamide), CO (methanol). Reaction conditions: time 1 hour. Yields the product NCCNC(CNC1=CC=C(C=C1)CC(C)C=1NC=2N(C(N(C(C2N1)=O)CCC)=O)CCC)=O (N-(2-Aminoethyl)-2-[4-[2-(2,3,6,9-tetrahydro-1,3-dipropyl-2,6-dioxo-1H-purin 8-yl)propyl]phenylamino]-acetamide). RXN SMILES: [CH2:1]([N:4]1[C:12](=[O:13])[C:11]2[N:10]=[C:9]([CH:14]([CH3:27])[CH2:15][C:16]3[CH:21]=[CH:20][C:19]([NH:22][CH2:23][C:24]([OH:26])=O)=[CH:18][CH:17]=3)[NH:8][C:7]=2[N:6]([CH2:28][CH2:29][CH3:30])[C:5]1=[O:31])[CH2:2][CH3:3].ON1C(=O)CCC1=O.Cl.CN(C)CCCN=C=NCC.[CH2:52]([NH2:55])[CH2:53][NH2:54]>CN(C)C=O.CO.C(Cl)(Cl)Cl>[NH2:54][CH2:53][CH2:52][NH:55][C:24](=[O:26])[CH2:23][NH:22][C:19]1[CH:20]=[CH:21][C:16]([CH2:15][CH:14]([C:9]2[NH:8][C:7]3[N:6]([CH2:28][CH2:29][CH3:30])[C:5](=[O:31])[N:4]([CH2:1][CH2:2][CH3:3])[C:12](=[O:13])[C:11]=3[N:10]=2)[CH3:27])=[CH:17][CH:18]=1 |f:2.3|. Reported procedure: Dissolve 2-[4-[2-(2,3,6,9-tetrahydro-1,3-dipropyl-2,6-dioxo-1H-purin-8-yl)propyl]phenylamino]acetic acid (754 mg, 1.87 mmol) in dimethylformamide (20 mL) and treat with N-hydroxysuccinimide (215 mg, 1.87 mmol) and 1-(3-dimethylaminopropyl)-3-ethylcarbodiimide hydrochloride (751 mg, 3.92 mmol). Stir for 1 hour and add to a stirring solution of ethylenediamine (20 mL of a 10% solution in methanol). Stir for 1 hour and dilute with chloroform (600 mL). Separate the organic phase, wash with 5% sodium... As a reaction SMILES: [CH3:19][C:20]([Si:21]([c:22]1[cH:23][cH:54][cH:55][cH:56][cH:57]1)([O:24][c:25]1[cH:26][c:27]2[cH:28][cH:29][cH:30][c:31]([C:35](=[O:36])[NH:37][c:38]3[cH:39][c:40](-[n:48]4[cH:49][n:50][c:51]([CH3:53])[cH:52]4)[cH:41][c:42]([C:44]([F:45])([F:46])[F:47])[cH:43]3)[c:32]2[cH:33][cH:34]1)[c:58]1[cH:59][cH:60][cH:61][cH:62][cH:63]1)([CH3:64])[CH3:65].[CH3:2][CH2:3][CH2:4][CH2:5][N+:6]([CH2:7][CH2:8][CH2:9][CH3:10])([CH2:11][CH2:12][CH2:13][CH3:14])[CH2:15][CH2:16][CH2:17][CH3:18].[F-:1].[O:66]1[CH2:67][CH2:68][CH2:69][CH2:70]1>>[OH:24][c:25]1[cH:26][c:27]2[cH:28][cH:29][cH:30][c:31]([C:35](=[O:36])[NH:37][c:38]3[cH:39][c:40](-[n:48]4[cH:49][n:50][c:51]([CH3:53])[cH:52]4)[cH:41][c:42]([C:44]([F:45])([F:46])[F:47])[cH:43]3)[c:32]2[cH:33][cH:34]1. Starting materials: Cc1cn(-c2cc(NC(=O)c3cccc4cc(O[Si](c5ccccc5)(c5ccccc5)C(C)(C)C)ccc34)cc(C(F)(F)F)c2)cn1, CCCC[N+](CCCC)(CCCC)CCCC, [F-], C1CCOC1. The product is Cc1cn(-c2cc(NC(=O)c3cccc4cc(O)ccc34)cc(C(F)(F)F)c2)cn1. RXN SMILES: O=S(Cl)Cl.[Br:5][C:6]1[CH:7]=[N:8][CH:9]=[C:10]([CH:14]=1)[C:11]([OH:13])=O.CCN(C(C)C)C(C)C.[F:24][C:25]([F:35])([F:34])[O:26][C:27]1[CH:33]=[CH:32][C:30]([NH2:31])=[CH:29][CH:28]=1.C([O-])([O-])=O.[Na+].[Na+]>C(Cl)Cl>[Br:5][C:6]1[CH:7]=[N:8][CH:9]=[C:10]([CH:14]=1)[C:11]([NH:31][C:30]1[CH:32]=[CH:33][C:27]([O:26][C:25]([F:24])([F:34])[F:35])=[CH:28][CH:29]=1)=[O:13] |f:4.5.6|. Procedure details: SOCl2 (10.84 mL, 148.5 mmol) was added to a suspension of 5-bromonicotinic acid (5 g, 24.75 mmol) in DCM (60 mL) and the RM was stirred at RT overnight. The solvent was evaporated off under reduced pressure and the residue was dissolved in DCM (40 mL), the mixture was cooled to 0° C. under a nitrogen atmosphere, DIPEA (8.65 mL, 49.5 mmol) was added dropwise, followed with a solution of 4-trifluoromethoxyaniline (3.65 mL, 27.2 mmol) in DCM (20 mL). The RM was stirred for 2 h, treated with sat. aq... Reactants: FC(OC1=CC=C(N)C=C1)(F)F (4-trifluoromethoxyaniline), O=S(Cl)Cl (SOCl2), BrC=1C=NC=C(C(=O)O)C1 (5-bromonicotinic acid), CCN(C(C)C)C(C)C (DIPEA), C(=O)([O-])[O-].[Na+].[Na+] (Na2CO3). The solvent is C(Cl)Cl (DCM), C(Cl)Cl (DCM). Product: BrC=1C=NC=C(C(=O)NC2=CC=C(C=C2)OC(F)(F)F)C1 (5-Bromo-N-(4-(trifluoromethoxy)phenyl)nicotinamide). Reaction conditions: time 8 hour.